Task: describe an organic reaction: reactants, conditions, products, and yield. Dataset: the Open Reaction Database (ORD), a public repository of structured organic reaction records The reactants are ClC1=CC(=C(C=C1)NC(C)=O)OC1=C(C=C(C=C1)C1=NOC(=N1)C)Cl (N-[4-chloro-2-[2-chloro-4-(5-methyl-1,2,4-oxadiazol-3-yl)phenoxy]phenyl]-acetamide). Solvent: Cl (HCl), C(C)O (ethanol). Product: ClC1=CC(=C(C=C1)N)OC1=C(C=C(C=C1)C1=NOC(=N1)C)Cl (4-chloro-2-[2-chloro-4-(5-methyl-1,2,4-oxadiazol-3-yl)phenoxy]-benzenamine). RXN SMILES: [Cl:1][C:2]1[CH:7]=[CH:6][C:5]([NH:8]C(=O)C)=[C:4]([O:12][C:13]2[CH:18]=[CH:17][C:16]([C:19]3[N:23]=[C:22]([CH3:24])[O:21][N:20]=3)=[CH:15][C:14]=2[Cl:25])[CH:3]=1>Cl.C(O)C>[Cl:1][C:2]1[CH:7]=[CH:6][C:5]([NH2:8])=[C:4]([O:12][C:13]2[CH:18]=[CH:17][C:16]([C:19]3[N:23]=[C:22]([CH3:24])[O:21][N:20]=3)=[CH:15][C:14]=2[Cl:25])[CH:3]=1. Procedure details: The subtitle compound was prepared using the product from step ii) (0.50 g) which was dissolved in 2M HCl (10 ml) and ethanol (10 ml). The mixture was heated at reflux for 3 hours and concentrated under reduced pressure to an solid. Yield 0.45 g. Reactants: ClCCCl, O=C(O)c1ccc(F)c([N+](=O)[O-])c1, O=S(Cl)Cl. Yields the product O=C(Cl)c1ccc(F)c([N+](=O)[O-])c1. RXN SMILES: [Cl:18][CH2:19][CH2:20][Cl:21].[F:1][c:2]1[c:3]([N+:11](=[O:12])[O-:13])[cH:4][c:5]([C:6](=[O:7])[OH:8])[cH:9][cH:10]1.[S:14]([Cl:15])([Cl:16])=[O:17]>>[F:1][c:2]1[c:3]([N+:11](=[O:12])[O-:13])[cH:4][c:5]([C:6](=[O:7])[Cl:16])[cH:9][cH:10]1.